describe an organic reaction: reactants, conditions, products, and yield From a dataset of the Open Reaction Database (ORD), a public repository of structured organic reaction records. Starting materials: N(=[N+]=[N-])C1(C=2N(CCCC1)C(C=C(N2)C2=CC=NC=C2)=O)C (10-azido-10-methyl-2-pyridin-4-yl-7,8,9,10-tetrahydro-6H -pyrimido[1,2-a]azepin-4-one). Reagents/catalysts: [Pd] (Pd/C). The product is NC1(C=2N(CCCC1)C(C=C(N2)C2=CC=NC=C2)=O)C ((+/−)10-amino-1 0-methyl-2-pyridin-4-yl-7,8,9,10-tetrahydro-6H-pyrimido[1,2-a]azepin-4-one). Reaction SMILES: [N:1]([C:4]1([CH3:22])[CH2:10][CH2:9][CH2:8][CH2:7][N:6]2[C:11](=[O:21])[CH:12]=[C:13]([C:15]3[CH:20]=[CH:19][N:18]=[CH:17][CH:16]=3)[N:14]=[C:5]12)=[N+]=[N-]>[Pd]>[NH2:1][C:4]1([CH3:22])[CH2:10][CH2:9][CH2:8][CH2:7][N:6]2[C:11](=[O:21])[CH:12]=[C:13]([C:15]3[CH:20]=[CH:19][N:18]=[CH:17][CH:16]=3)[N:14]=[C:5]12. Procedure: 10-azido-10-methyl-2-pyridin-4-yl-7,8,9,10-tetrahydro-6H -pyrimido[1,2-a]azepin-4-one was reduced by using H-Cube™ technology (from THALES Nanotechnology, full H2, Pd/C as catalyst, 1 mL/min and 50° C.). After an acid-basic work-up, (+/−)10-amino-1 0-methyl-2-pyridin-4-yl-7,8,9,10-tetrahydro-6H-pyrimido[1,2-a]azepin-4-one was obtained and the compound was used as such in the next step. The reactants are NO (hydroxylamine), CCN(C(C)C)C(C)C (Hunigs base), C(C)OC(CS(NC1=C(C=C(C(=C1)OCC)OCC)[C@H]1N(C(N(C1)S(=O)(=O)CCC)=O)C1=CC=C(C=C1)C#N)(=O)=O)=O ((R)-{2-[3-(4-cyanophenyl)-2-oxo-1-(propane-1-sulfonyl)-imidazolidin-4-yl]-4,5-diethoxyphenylsulfamoyl}-acetic acid ethyl ester), [OH-].[Li+] (lithium hydroxide), aqueous solution. Reagents/catalysts: [Ni] (Raney nickel). Run in C(C)O (ethanol), C(C)O (ethanol), C(C)O (Ethanol), C(C)(=O)O (acetic acid). Run at temperature 60 celsius, time 1 hour. Yields the product C(N)(=N)C1=CC=C(C=C1)NC(CNS(=O)(=O)CCC)C1=C(C=C(C(=C1)OCC)OCC)NS(=O)(=O)CC(=O)O ({2-[1-(4-carbamimidoylphenylamino)-2-(propane-1-sulfonylamino)-ethyl]-4,5-diethoxyphenylsulfamoyl} acetic acid). As a reaction SMILES: C([O:3][C:4](=[O:42])[CH2:5][S:6](=[O:41])(=[O:40])[NH:7][C:8]1[CH:13]=[C:12]([O:14][CH2:15][CH3:16])[C:11]([O:17][CH2:18][CH3:19])=[CH:10][C:9]=1[C@@H:20]1[CH2:24][N:23]([S:25]([CH2:28][CH2:29][CH3:30])(=[O:27])=[O:26])C(=O)[N:21]1[C:32]1[CH:37]=[CH:36][C:35]([C:38]#[N:39])=[CH:34][CH:33]=1)C.[OH-].[Li+].NO.CC[N:49](C(C)C)C(C)C>C(O)C.[Ni].C(O)(=O)C>[C:38]([C:35]1[CH:36]=[CH:37][C:32]([NH:21][CH:20]([C:9]2[CH:10]=[C:11]([O:17][CH2:18][CH3:19])[C:12]([O:14][CH2:15][CH3:16])=[CH:13][C:8]=2[NH:7][S:6]([CH2:5][C:4]([OH:3])=[O:42])(=[O:40])=[O:41])[CH2:24][NH:23][S:25]([CH2:28][CH2:29][CH3:30])(=[O:27])=[O:26])=[CH:33][CH:34]=1)(=[NH:39])[NH2:49] |f:1.2|. Reported procedure: (R)-{2-[3-(4-cyanophenyl)-2-oxo-1-(propane-1-sulfonyl)-imidazolidin-4-yl]-4,5-diethoxyphenylsulfamoyl}-acetic acid ethyl ester (0.160 g) was diluted with ethanol (5 mL) followed by lithium hydroxide (1 mL of a 10% aqueous solution, 10 Equiv.) and the solution was stirred for forty eight hours. The solution was purified by direct flash chromatography on silica gel (20% methanol/80% dichloromethane) to yield the product. This product was diluted with ethanol (1 mL) and hydroxylamine (0.035 g, 10 E...